This data is from the Open Reaction Database (ORD), a public repository of structured organic reaction records. The task is: describe an organic reaction: reactants, conditions, products, and yield Reactants: COC1=CC=C(C=C1)CC(=O)O (p-methoxyphenylacetic acid), CS(=O)(=O)OCCC=1C=C(C=CC1)C (2-m-tolylethyl methanesulphonate). Product: COC1=CC=C(C=C1)C1C(C2=CC=C(C=C2CC1)C)=O (3,4-dihydro-2-p-methoxyphenyl-6-methylnaphthalen-1(2H)-one). Reaction SMILES: [CH3:1][O:2][C:3]1[CH:8]=[CH:7][C:6]([CH2:9][C:10]([OH:12])=O)=[CH:5][CH:4]=1.CS(O[CH2:18][CH2:19][C:20]1[CH:21]=[C:22]([CH3:26])[CH:23]=[CH:24][CH:25]=1)(=O)=O>>[CH3:1][O:2][C:3]1[CH:4]=[CH:5][C:6]([CH:9]2[CH2:18][CH2:19][C:20]3[C:25](=[CH:24][CH:23]=[C:22]([CH3:26])[CH:21]=3)[C:10]2=[O:12])=[CH:7][CH:8]=1. Procedure: The process described in the third and fourth paragraphs of Example 1 was repeated using p-methoxyphenylacetic acid and 2-m-tolylethyl methanesulphonate as starting materials. The 3,4-dihydro-2-p-methoxyphenyl-6-methylnaphthalen-1(2H)-one thus obtained (1.33 g., m.p. 125°-126° C. after crystallisation from methanol) was added to a stirred solution of lithium diisopropylamide in tetrahydrofuran [prepared from n-butyllithium (5 ml. of a 1.5 molar solution in hexane) and a solution of diisopropylam...